This data is from the Open Reaction Database (ORD), a public repository of structured organic reaction records. The task is: describe an organic reaction: reactants, conditions, products, and yield Starting materials: CCOC(C)=O, COC(=O)C=Cc1c[nH]c2ccc(Cl)cc12, [H][H]. The product is COC(=O)CCc1c[nH]c2ccc(Cl)cc12. Reaction SMILES: [CH3:19][CH2:20][O:21][C:22](=[O:23])[CH3:24].[CH3:1][O:2][C:3]([CH:4]=[CH:5][c:6]1[cH:7][nH:8][c:9]2[cH:10][cH:11][c:12]([Cl:15])[cH:13][c:14]12)=[O:16].[H:17][H:18]>>[CH3:1][O:2][C:3]([CH2:4][CH2:5][c:6]1[cH:7][nH:8][c:9]2[cH:10][cH:11][c:12]([Cl:15])[cH:13][c:14]12)=[O:16].